Dataset: the Open Reaction Database (ORD), a public repository of structured organic reaction records. Task: describe an organic reaction: reactants, conditions, products, and yield Reactants: CC1=CC=C(C=C1)S(=O)(=O)OCC1OC2=C(C1)C(=CC=C2)Br ((±)-(4-bromo-2,3-dihydro-1-benzofuran-2-yl)methyl 4-methylbenzenesulfonate), C1(=CC=CC=C1)B(O)O (phenylboronic acid), C([O-])([O-])=O.[K+].[K+] (potassium carbonate). Reagents/catalysts: CC1=C([P](C2=C(C)C=CC=C2)([Pd]([P](C3=C(C)C=CC=C3)(C4=C(C)C=CC=C4)C(C=CC=C5)=C5C)(Cl)Cl)C6=C(C)C=CC=C6)C=CC=C1 (dichlorobis(tri-o-tolylphosphine)-palladium(II)). The solvent is C(C)OCC (diethyl ether), O1CCOCC1 (dioxane). Conditions: temperature 100 celsius, time 12 hour. The product is CC1=CC=C(C=C1)S(=O)(=O)OCC1OC2=C(C1)C(=CC=C2)C2=CC=CC=C2 ((±)-(4-phenyl-2,3-dihydro-1-benzofuran-2-yl)methyl 4-methylbenzenesulfonate). Yield: 73.2%. As a reaction SMILES: [CH3:1][C:2]1[CH:7]=[CH:6][C:5]([S:8]([O:11][CH2:12][CH:13]2[CH2:17][C:16]3[C:18](Br)=[CH:19][CH:20]=[CH:21][C:15]=3[O:14]2)(=[O:10])=[O:9])=[CH:4][CH:3]=1.[C:23]1(B(O)O)[CH:28]=[CH:27][CH:26]=[CH:25][CH:24]=1.C(=O)([O-])[O-].[K+].[K+]>O1CCOCC1.C(OCC)C.CC1C=CC=CC=1[P](C1C=CC=CC=1C)([Pd](Cl)(Cl)[P](C1=C(C)C=CC=C1)(C1C=CC=CC=1C)C1C=CC=CC=1C)C1C=CC=CC=1C>[CH3:1][C:2]1[CH:7]=[CH:6][C:5]([S:8]([O:11][CH2:12][CH:13]2[CH2:17][C:16]3[C:18]([C:23]4[CH:28]=[CH:27][CH:26]=[CH:25][CH:24]=4)=[CH:19][CH:20]=[CH:21][C:15]=3[O:14]2)(=[O:10])=[O:9])=[CH:4][CH:3]=1 |f:2.3.4,^1:55,66|. Procedure details: To a solution of (±)-(4-bromo-2,3-dihydro-1-benzofuran-2-yl)methyl 4-methylbenzenesulfonate (2.05 g, 5.21 mmol) and phenylboronic acid (0.952 g, 7.81 mmol) in dioxane (50 mL) heated to 100° C. was added dichlorobis(tri-o-tolylphosphine)-palladium(II) (0.205 g, 0.261 mmol) and potassium carbonate (1.80 g, 13.04 mmol) and the reaction mixture was allowed to stir at 100° C. for 12 h. The reaction mixture was cooled to room temperature, diluted with diethyl ether (250 mL), and filtered (celite). The...